The task is: describe an organic reaction: reactants, conditions, products, and yield. This data is from the Open Reaction Database (ORD), a public repository of structured organic reaction records. Starting materials: CC(=O)O[BH-](OC(C)=O)OC(C)=O, CC(=O)O, CN(C)C=O, NCC(O)COc1cccnc1, [Na+], O=C1CCN(c2ccc(CC3SC(=O)NC3=O)cc2)CC1. Yields the product O=C1NC(=O)C(Cc2ccc(N3CCC(NCC(O)COc4cccnc4)CC3)cc2)S1. As a reaction SMILES: [C:34]([O:35][BH-:36]([O:37][C:38](=[O:39])[CH3:40])[O:41][C:42](=[O:43])[CH3:44])(=[O:45])[CH3:46].[CH3:48][C:49](=[O:50])[OH:51].[CH3:52][N:53]([CH3:54])[CH:55]=[O:56].[NH2:1][CH2:2][CH:3]([CH2:4][O:5][c:6]1[cH:7][n:8][cH:9][cH:10][cH:11]1)[OH:12].[Na+:47].[O:13]=[C:14]1[CH2:15][CH2:16][N:17]([c:20]2[cH:21][cH:22][c:23]([CH2:24][CH:25]3[C:26](=[O:31])[NH:27][C:28](=[O:30])[S:29]3)[cH:32][cH:33]2)[CH2:18][CH2:19]1>>[NH:1]([CH2:2][CH:3]([CH2:4][O:5][c:6]1[cH:7][n:8][cH:9][cH:10][cH:11]1)[OH:12])[CH:14]1[CH2:15][CH2:16][N:17]([c:20]2[cH:21][cH:22][c:23]([CH2:24][CH:25]3[C:26](=[O:31])[NH:27][C:28](=[O:30])[S:29]3)[cH:32][cH:33]2)[CH2:18][CH2:19]1. The reactants are CCOC(=O)C(C#N)C(C)(C)Cc1ccccc1, [NH4+], [OH-], O, O=S(=O)(O)O. Yields the product CCOC(=O)C1=C(N)c2ccccc2CC1(C)C. Reaction SMILES: [C:6](#[N:7])[CH:8]([C:9](=[O:10])[O:11][CH2:12][CH3:13])[C:14]([CH2:15][c:16]1[cH:17][cH:18][cH:19][cH:20][cH:21]1)([CH3:22])[CH3:23].[NH4+:25].[OH-:24].[OH2:26].[S:1](=[O:2])(=[O:3])([OH:4])[OH:5]>>[C:6]1([NH2:7])=[C:8]([C:9](=[O:10])[O:11][CH2:12][CH3:13])[C:14]([CH3:22])([CH3:23])[CH2:15][c:16]2[c:17]1[cH:18][cH:19][cH:20][cH:21]2. The reactants are C(C1=CC(C(=O)[O-])=CC=C1)(=O)OC (mono-Methyl isophthalate), CC=1N=C(SC1)CNC(C)C (N-((4-methylthiazol-2-yl)methyl)propan-2-amine). Reagents/catalysts: CCN(CC)CC (Et3N). The solvent is O=S(Cl)Cl (SOCl2), C(Cl)Cl (CH2Cl2). Reaction conditions: temperature 90 celsius, time 30 minute. Yields the product C(C)(C)N(C(=O)C=1C=C(C(=O)OC)C=CC1)CC=1SC=C(N1)C (methyl 3-(isopropyl((4-methylthiazol-2-yl)methyl)carbamoyl)benzoate). Isolated yield 93.0%. RXN SMILES: [C:1]([O:12][CH3:13])(=[O:11])[C:2]1[CH:10]=[CH:9][CH:8]=[C:4]([C:5]([O-:7])=O)[CH:3]=1.[CH3:14][C:15]1[N:16]=[C:17]([CH2:20][NH:21][CH:22]([CH3:24])[CH3:23])[S:18][CH:19]=1>CCN(CC)CC.O=S(Cl)Cl.C(Cl)Cl>[CH:22]([N:21]([CH2:20][C:17]1[S:18][CH:19]=[C:15]([CH3:14])[N:16]=1)[C:5]([C:4]1[CH:3]=[C:2]([CH:10]=[CH:9][CH:8]=1)[C:1]([O:12][CH3:13])=[O:11])=[O:7])([CH3:24])[CH3:23]. Procedure: Et3N (1 drop, catalytic) was added to a stirred suspension of mono-Methyl isophthalate (0.294 mmol, 1.0 eq) in 2 ml SOCl2 under Ar. The mixture was heated to reflux at 90° C. for 2 h. The reaction was cooled to RT, and the solvent was removed in vacuo. The residue was placed under an Ar atmosphere and dissolved in 2 ml anh CH2Cl2. The resulting solution was treated with a solution of N-((4-methylthiazol-2-yl)methyl)propan-2-amine (0.294 mmol, 1.0 eq made from reductive amination of 4-methylthiaz... The reactants are CC(CC(=S)OCC)(CCC1=CC=CC=C1)C (ethyl 3,3-dimethyl-5-phenylthiopentanoate), ClN1C(CCC1=O)=O (1-chloro-2,5-pyrrolidinedione). Run in C(Cl)(Cl)(Cl)Cl (carbon tetrachloride). Conditions: time 2 hour. Yields the product ClC(CC(CC(=S)OCC)(C)C)C1=CC=CC=C1 (ethyl 5-chloro-3,3-dimethyl-5-phenylthiopentanoate). RXN SMILES: [CH3:1][C:2]([CH3:17])([CH2:9][CH2:10][C:11]1[CH:16]=[CH:15][CH:14]=[CH:13][CH:12]=1)[CH2:3][C:4]([O:6][CH2:7][CH3:8])=[S:5].[Cl:18]N1C(=O)CCC1=O>C(Cl)(Cl)(Cl)Cl>[Cl:18][CH:10]([C:11]1[CH:12]=[CH:13][CH:14]=[CH:15][CH:16]=1)[CH2:9][C:2]([CH3:1])([CH3:17])[CH2:3][C:4]([O:6][CH2:7][CH3:8])=[S:5]. Procedure: To a solution of 1.06 g (3.09 mmol) of ethyl 3,3-dimethyl-5-phenylthiopentanoate in 10 mL of carbon tetrachloride was added 590 mg (4.4 mmol) of 1-chloro-2,5-pyrrolidinedione, and the mixture was stirred at room temperature for 2 hours. The mixture was filtered, and the filtrate concentrated to give ethyl 5-chloro-3,3-dimethyl-5-phenylthiopentanoate as an oil. The product was used without further purification in the reaction described in Example 3 below. NMR Data (CDCl3): Reactants: ligand, CCCCCCCCCCCC (Dodecane), C(CCC)O (n-butanol), CC=1C=C(C=C(C1)C)I (3,5-dimethyliodobenzene), C(=O)([O-])[O-].[Cs+].[Cs+] (Cs2CO3). Reagents/catalysts: [Cu]I (CuI). Run in C1(=CC=CC=C1)C (toluene). Run at temperature 105 celsius. Yields the product C(CCC)OC1=CC(=CC(=C1)C)C (1-butoxy-3,5-dimethylbenzene). RXN SMILES: [CH2:1]([OH:5])[CH2:2][CH2:3][CH3:4].[CH3:6][C:7]1[CH:8]=[C:9](I)[CH:10]=[C:11]([CH3:13])[CH:12]=1.C([O-])([O-])=O.[Cs+].[Cs+].CCCCCCCCCCCC>[Cu]I.C1(C)C=CC=CC=1>[CH2:1]([O:5][C:9]1[CH:10]=[C:11]([CH3:13])[CH:12]=[C:7]([CH3:6])[CH:8]=1)[CH2:2][CH2:3][CH3:4] |f:2.3.4|. Procedure: A screw cap test tube was charged with n-butanol (573 μL, 6.26 mmol), 3,5-dimethyliodobenzene (144 μL, 1.00 mmol), CuI (19.0 mg, 0.100 mmol), Cs2CO3 (977 mg, 3.00 mmol), the ligand (0.500 mmol) and toluene (1 mL). The test tube was scaled with a screw cap. The reaction mixture was stirred magnetically and heated at 105° C. for 36 hours. The reaction mixture was allowed to reach room temperature. Dodecane (227 μL, 1.00 mmol; internal standard) was added and a GC sample was filtered through Celite... The product is [Br-], COC(=O)CCCCCCC[PH](c1ccccc1)(c1ccccc1)c1ccccc1. The reactants are COC(=O)CCCCCCCBr, CC#N, c1ccc(P(c2ccccc2)c2ccccc2)cc1. Reaction SMILES: [CH3:1][O:2][C:3]([CH2:4][CH2:5][CH2:6][CH2:7][CH2:8][CH2:9][CH2:10][Br:11])=[O:12].[CH3:32][C:33]#[N:34].[c:13]1([P:19]([c:20]2[cH:21][cH:22][cH:23][cH:24][cH:25]2)[c:26]2[cH:27][cH:28][cH:29][cH:30][cH:31]2)[cH:14][cH:15][cH:16][cH:17][cH:18]1>>[Br-:11].[CH3:1][O:2][C:3]([CH2:4][CH2:5][CH2:6][CH2:7][CH2:8][CH2:9][CH2:10][PH:19]([c:13]1[cH:14][cH:15][cH:16][cH:17][cH:18]1)([c:20]1[cH:21][cH:22][cH:23][cH:24][cH:25]1)[c:26]1[cH:27][cH:28][cH:29][cH:30][cH:31]1)=[O:12].